This data is from the Open Reaction Database (ORD), a public repository of structured organic reaction records. The task is: describe an organic reaction: reactants, conditions, products, and yield Starting materials: Cl (hydrochloric acid), BrC1=CC=CC(=C1F)OCCCCCC (6-bromo-2-hexyloxyfluorobenzene), CC(C)(C#C)O (2-methyl-3-butyn-2-ol), ice water. Reagents/catalysts: Cl[Pd]([P](C1=CC=CC=C1)(C2=CC=CC=C2)C3=CC=CC=C3)([P](C4=CC=CC=C4)(C5=CC=CC=C5)C6=CC=CC=C6)Cl (bis(triphenylphosphine)palladium(II) chloride), [Cu](I)I (copper iodide). The solvent is C(C)N(CC)CC (triethylamine). Product: FC1=C(C=CC=C1OCCCCCC)C#C (1-(2-fluoro-3-hexyloxyphenyl)ethyne). The yield is 63.1%. RXN SMILES: Br[C:2]1[C:7]([F:8])=[C:6]([O:9][CH2:10][CH2:11][CH2:12][CH2:13][CH2:14][CH3:15])[CH:5]=[CH:4][CH:3]=1.[CH3:16][C:17](O)(C#C)C.Cl>C(N(CC)CC)C.Cl[Pd](Cl)([P](C1C=CC=CC=1)(C1C=CC=CC=1)C1C=CC=CC=1)[P](C1C=CC=CC=1)(C1C=CC=CC=1)C1C=CC=CC=1.[Cu](I)I>[F:8][C:7]1[C:6]([O:9][CH2:10][CH2:11][CH2:12][CH2:13][CH2:14][CH3:15])=[CH:5][CH:4]=[CH:3][C:2]=1[C:16]#[CH:17] |^1:32,51|. Procedure details: 117 g of potassium carbonate and 55.6 g of bromohexane are added to a solution of 53.6 g of 3-bromo-2-fluorophenol in 650 ml of acetone, and the mixture is refluxed for 8 hours. The mixture is filtered, evaporated to ⅓ of the original volume and poured into 600 ml of water. The pH is adjusted to 1 using hydrochloric acid, and the mixture is extracted three times with 150 ml of tert-butyl methyl ether each time. The combined organic phases are concentrated under reduced pressure, and the residue ...